This data is from the Open Reaction Database (ORD), a public repository of structured organic reaction records. The task is: describe an organic reaction: reactants, conditions, products, and yield Yields the product NC=1C=C2C(=C(N(C2=CC1)CC1=CC=CC=C1)C(=O)OCC)C=1C=C2C=CNC2=CC1 (Ethyl 5-amino-1-benzyl-1H,1′H-3,5′-biindole-2-carboxylate). Starting materials: C(C1=CC=CC=C1)N1C(=C(C2=CC(=CC=C12)[N+](=O)[O-])C=1C=C2C=CNC2=CC1)C(=O)OCC (ethyl 1-benzyl-5-nitro-1H,1′H-3,5′-biindole-2-carboxylate), C(=O)(C(F)(F)F)O (TFA). Procedure: Ethyl 5-amino-1-benzyl-1H,1′H-3,5′-biindole-2-carboxylate was prepared from ethyl 1-benzyl-5-nitro-1H,1′H-3,5′-biindole-2-carboxylate followed the procedure of Example 1 Step 2 as a white solid: 1H NMR (DMSO-d6) δ 0.89 (t, J=7.1 Hz, 3H, 4.06 (q, J=7.1 Hz, 2H, 5.81 (s, 2H, 6.47 (t, J=2.0 Hz, 1H, 7.08 (d, J=7.1 Hz, 2H, 7.10-7.50 (m, 8H), 7.58 (s, 1H, 7.70 (d, J=8.9 Hz, 1H, 9.28 (br s, 2H, 11.18 (s, 1H; MS (ESI) m/z 410 (MH+); HRMS calcd for C26H24N3O2: 410.1867 found (ESI+): 410.1858; Anal. calcd ... RXN SMILES: [CH2:1]([N:8]1[C:16]2[C:11](=[CH:12][C:13]([N+:17]([O-])=O)=[CH:14][CH:15]=2)[C:10]([C:20]2[CH:21]=[C:22]3[C:26](=[CH:27][CH:28]=2)[NH:25][CH:24]=[CH:23]3)=[C:9]1[C:29]([O:31][CH2:32][CH3:33])=[O:30])[C:2]1[CH:7]=[CH:6][CH:5]=[CH:4][CH:3]=1.C(O)(C(F)(F)F)=O>>[NH2:17][C:13]1[CH:12]=[C:11]2[C:16](=[CH:15][CH:14]=1)[N:8]([CH2:1][C:2]1[CH:7]=[CH:6][CH:5]=[CH:4][CH:3]=1)[C:9]([C:29]([O:31][CH2:32][CH3:33])=[O:30])=[C:10]2[C:20]1[CH:21]=[C:22]2[C:26](=[CH:27][CH:28]=1)[NH:25][CH:24]=[CH:23]2.